Dataset: the Open Reaction Database (ORD), a public repository of structured organic reaction records. Task: describe an organic reaction: reactants, conditions, products, and yield Reactants: CCCNC1(c2ccc(C#Cc3ccc(C(=O)OCC)cc3)cc2)CC1, CCO, [Na+], C1CCOC1, [OH-]. Yields the product CCCNC1(c2ccc(C#Cc3ccc(C(=O)O)cc3)cc2)CC1. RXN SMILES: [CH2:1]([CH2:2][CH3:3])[NH:4][C:5]1([c:8]2[cH:9][cH:10][c:11]([C:14]#[C:15][c:16]3[cH:17][cH:18][c:19]([C:20](=[O:21])[O:22][CH2:23][CH3:24])[cH:25][cH:26]3)[cH:12][cH:13]2)[CH2:6][CH2:7]1.[CH3:29][CH2:30][OH:31].[Na+:28].[O:32]1[CH2:33][CH2:34][CH2:35][CH2:36]1.[OH-:27]>>[CH2:1]([CH2:2][CH3:3])[NH:4][C:5]1([c:8]2[cH:9][cH:10][c:11]([C:14]#[C:15][c:16]3[cH:17][cH:18][c:19]([C:20](=[O:21])[OH:22])[cH:25][cH:26]3)[cH:12][cH:13]2)[CH2:6][CH2:7]1. Starting materials: C(C)OC(=O)C1(CCN(CC1)CCCC)S(=O)(=O)C1=CC=C(C=C1)OC1=CC=C(C=C1)Cl (1-butyl-4-[4-(4-chloro-phenoxy)-benzenesulfonyl]-piperidine-4-carboxylic acid ethyl ester). Run in C1CCOC1.CO (THF methanol), [OH-].[Na+] (NaOH). The product is C(CCC)N1CCC(CC1)(C(=O)O)S(=O)(=O)C1=CC=C(C=C1)OC1=CC=C(C=C1)Cl (1-Butyl-4-[4-(4-chloro-phenoxy)-benzenesulfonyl]-piperidine-4-carboxylic acid). RXN SMILES: C([O:3][C:4]([C:6]1([S:16]([C:19]2[CH:24]=[CH:23][C:22]([O:25][C:26]3[CH:31]=[CH:30][C:29]([Cl:32])=[CH:28][CH:27]=3)=[CH:21][CH:20]=2)(=[O:18])=[O:17])[CH2:11][CH2:10][N:9]([CH2:12][CH2:13][CH2:14][CH3:15])[CH2:8][CH2:7]1)=[O:5])C>C1COCC1.CO.[OH-].[Na+]>[CH2:12]([N:9]1[CH2:10][CH2:11][C:6]([S:16]([C:19]2[CH:24]=[CH:23][C:22]([O:25][C:26]3[CH:31]=[CH:30][C:29]([Cl:32])=[CH:28][CH:27]=3)=[CH:21][CH:20]=2)(=[O:18])=[O:17])([C:4]([OH:5])=[O:3])[CH2:7][CH2:8]1)[CH2:13][CH2:14][CH3:15] |f:1.2,3.4|. Reported procedure: 1-Butyl-4-[4-(4-chloro-phenoxy)-benzenesulfonyl]-piperidine-4-carboxylic acid was prepared starting from 1-butyl-4-[4-(4-chloro-phenoxy)-benzenesulfonyl]-piperidine-4-carboxylic acid ethyl ester (3.3 g, 6.9 mmol) dissolved in THF:methanol (3:1 150 ml) and 10 N NaOH (25 ml). The resulting reaction mixture was worked up as outlined in example 83. Yield 2.08 g (67%); white solid; mp 201° C.; MS: 451.9 (M+H)+ Isolated yield 85.2%. Yields the product C1(=CC=CC=C1)SC1=C(C#N)C=CC(=C1)C(F)(F)F (2-(phenylsulphenyl)-4-trifluoromethylbenzonitrile). Reported procedure: A mixture of 2-nitro-4-trifluoromethylbenzonitrile (8.64 g), thiophenol (4.4 g) and potassium carbonate (6.9 g) in acetonitrile was stirred at room temperature for 1 hour then heated at reflux for 9 hours. Thiophenol (0.3 ml) was added and the mixture was stirred and heated at reflux for 1 hour. Water was added and the mixture was extracted with dichloromethane, dried (MgSO4) and filtered. The flitrate was evaporated to dryness and the residue was recrystallized from n-hexane to give 2-(phenylsu... Starting materials: C1(=CC=CC=C1)S (Thiophenol), [N+](=O)([O-])C1=C(C#N)C=CC(=C1)C(F)(F)F (2-nitro-4-trifluoromethylbenzonitrile), C1(=CC=CC=C1)S (thiophenol), C([O-])([O-])=O.[K+].[K+] (potassium carbonate), O (Water). Solvent: C(C)#N (acetonitrile). Conditions: time 1 hour. As a reaction SMILES: [N+]([C:4]1[CH:11]=[C:10]([C:12]([F:15])([F:14])[F:13])[CH:9]=[CH:8][C:5]=1[C:6]#[N:7])([O-])=O.[C:16]1([SH:22])[CH:21]=[CH:20][CH:19]=[CH:18][CH:17]=1.C(=O)([O-])[O-].[K+].[K+].O>C(#N)C>[C:16]1([S:22][C:4]2[CH:11]=[C:10]([C:12]([F:15])([F:14])[F:13])[CH:9]=[CH:8][C:5]=2[C:6]#[N:7])[CH:21]=[CH:20][CH:19]=[CH:18][CH:17]=1 |f:2.3.4|.